The task is: describe an organic reaction: reactants, conditions, products, and yield. This data is from the Open Reaction Database (ORD), a public repository of structured organic reaction records. The reactants are NC=1SC(=CC1C(=O)N)C1=C(C=C(C=C1F)C(C)(C)O)F (2-amino-5-[2,6-difluoro-4-(1-hydroxy-1-methylethyl)phenyl]thiophene-3-carboxamide), BrC1=NC(=NC=C1)CN1N=NC(=C1)[Si](C)(C)C (4-bromo-2-{[4-(trimethylsilyl)-1H-1,2,3-triazol-1-yl]methyl}pyrimidine), ClC1=NC(=NC=C1)CN1N=NC(=C1)[Si](C)(C)C (4-chloro-2-{[4-(trimethylsilyl)-1H-1,2,3-triazol-1-yl]methyl}pyrimidine). Product: FC1=C(C(=CC(=C1)C(C)(C)O)F)C1=CC(=C(S1)NC1=NC(=NC=C1)CN1N=NC(=C1)[Si](C)(C)C)C(=O)N (5-[2,6-Difluoro-4-(1-hydroxy-1-methylethyl)phenyl]-2-[(2-{[4-(trimethylsilyl)-1H-1,2,3-triazol-1-yl]methyl}pyrimidin-4-yl)amino]thiophene-3-carboxamide). RXN SMILES: [NH2:1][C:2]1[S:3][C:4]([C:10]2[C:15]([F:16])=[CH:14][C:13]([C:17]([OH:20])([CH3:19])[CH3:18])=[CH:12][C:11]=2[F:21])=[CH:5][C:6]=1[C:7]([NH2:9])=[O:8].Br[C:23]1[CH:28]=[CH:27][N:26]=[C:25]([CH2:29][N:30]2[CH:34]=[C:33]([Si:35]([CH3:38])([CH3:37])[CH3:36])[N:32]=[N:31]2)[N:24]=1.ClC1C=CN=C(CN2C=C([Si](C)(C)C)N=N2)N=1>>[F:16][C:15]1[CH:14]=[C:13]([C:17]([OH:20])([CH3:18])[CH3:19])[CH:12]=[C:11]([F:21])[C:10]=1[C:4]1[S:3][C:2]([NH:1][C:27]2[CH:28]=[CH:23][N:24]=[C:25]([CH2:29][N:30]3[CH:34]=[C:33]([Si:35]([CH3:38])([CH3:37])[CH3:36])[N:32]=[N:31]3)[N:26]=2)=[C:6]([C:7]([NH2:9])=[O:8])[CH:5]=1. Procedure details: The title compound was prepared by the procedure in Example 1 using 2-amino-5-[2,6-difluoro-4-(1-hydroxy-1-methylethyl)phenyl]thiophene-3-carboxamide (62.3 mg, 0.200 mmol) and a mixture of 4-bromo-2-{[4-(trimethylsilyl)-1H-1,2,3-triazol-1-yl]methyl}pyrimidine (38 mg, 0.122 mmol) and 4-chloro-2-{[4-(trimethylsilyl)-1H-1,2,3-triazol-1-yl]methyl}pyrimidine (21 mg, 0.078 mmol) as the starting materials. The reactants are ClC=1N=C(C2=C(N1)C=C(C=N2)C2=CC=C(O2)C(=O)OC)N2CCOCC2 (methyl 5-(2-chloro-4-morpholinopyrido[3,2-d]pyrimidin-7-yl)furan-2-carboxylate), B(O)O (boronic acid), P(=O)([O-])([O-])[O-].[K+].[K+].[K+] (potassium phosphate), CN(C)C=O (DMF), O (water). Reagents/catalysts: C=1C=CC(=CC1)[P](C=2C=CC=CC2)(C=3C=CC=CC3)[Pd]([P](C=4C=CC=CC4)(C=5C=CC=CC5)C=6C=CC=CC6)([P](C=7C=CC=CC7)(C=8C=CC=CC8)C=9C=CC=CC9)[P](C=1C=CC=CC1)(C=1C=CC=CC1)C=1C=CC=CC1 (Pd(PPh3)4). Reaction conditions: temperature 95 celsius, time 1 hour. Yields the product C(C)(C)(C)OC(=O)NC1=NC=C(C=N1)C=1N=C(C2=C(N1)C=C(C=N2)C2=CC=C(O2)C(=O)OC)N2CCOCC2 (methyl 5-(2-(2-((tert-butoxycarbonyl)amino)pyrimidin-5-yl)-4-morpholinopyrido[3,2-d]pyrimidin-7-yl)furan-2-carboxylate). Reaction SMILES: Cl[C:2]1[N:3]=[C:4]([N:21]2[CH2:26][CH2:25][O:24][CH2:23][CH2:22]2)[C:5]2[N:11]=[CH:10][C:9]([C:12]3[O:16][C:15]([C:17]([O:19][CH3:20])=[O:18])=[CH:14][CH:13]=3)=[CH:8][C:6]=2[N:7]=1.B(O)O.P([O-])([O-])([O-])=O.[K+].[K+].[K+].C[N:39]([CH:41]=[O:42])[CH3:40].[OH2:43]>C1C=CC([P]([Pd]([P](C2C=CC=CC=2)(C2C=CC=CC=2)C2C=CC=CC=2)([P](C2C=CC=CC=2)(C2C=CC=CC=2)C2C=CC=CC=2)[P](C2C=CC=CC=2)(C2C=CC=CC=2)C2C=CC=CC=2)(C2C=CC=CC=2)C2C=CC=CC=2)=CC=1>[C:9]([O:43][C:41]([NH:39][C:40]1[N:7]=[CH:6][C:5]([C:2]2[N:3]=[C:4]([N:21]3[CH2:26][CH2:25][O:24][CH2:23][CH2:22]3)[C:5]3[N:11]=[CH:10][C:9]([C:12]4[O:16][C:15]([C:17]([O:19][CH3:20])=[O:18])=[CH:14][CH:13]=4)=[CH:8][C:6]=3[N:7]=2)=[CH:4][N:3]=1)=[O:42])([CH3:12])([CH3:10])[CH3:8] |f:2.3.4.5,^1:47,49,68,87|. Reported procedure: To a 50 mL sealed tube, methyl 5-(2-chloro-4-morpholinopyrido[3,2-d]pyrimidin-7-yl)furan-2-carboxylate (0.35 g, 0.0009 mol), (2-(tert-butoxycarbonyl)amino)pyrimidin-5-yl)boronic acid (0.33 g, 0.0014 mol), potassium phosphate (0.39 g, 0.0018 mol), DMF (15 mL) and water (5 mL) were added. The reaction mixture was degassed with N2 for 5-10 minutes. To the same reaction mixture, Pd(PPh3)4 (0.053 g, 0.000046 mol) was added and the mixture was degassed again with N2 for 5-10 minutes. The reaction mixt... The reactants are ClC1=CC(=C(C#N)C=C1)NC(=O)OCC (4-chloro-2-(ethoxycarbonylamino)benzonitrile), Br.BrCC(=O)C1=NC(=CC=C1)C (2-bromoacetyl-6-methylpyridine hydrobromide). The product is NC1=C(N(C2=CC(=C(C=C12)Br)Cl)C(=O)OCC)C(=O)C1=NC(=CC=C1)C (3-Amino-5-bromo-6-chloro-1-(ethoxycarbonyl)-2-(6-methylpyridine-2-carbonyl)indole). RXN SMILES: [Cl:1][C:2]1[CH:9]=[CH:8][C:5]([C:6]#[N:7])=[C:4]([NH:10][C:11]([O:13][CH2:14][CH3:15])=[O:12])[CH:3]=1.[BrH:16].Br[CH2:18][C:19]([C:21]1[CH:26]=[CH:25][CH:24]=[C:23]([CH3:27])[N:22]=1)=[O:20]>>[NH2:7][C:6]1[C:5]2[C:4](=[CH:3][C:2]([Cl:1])=[C:9]([Br:16])[CH:8]=2)[N:10]([C:11]([O:13][CH2:14][CH3:15])=[O:12])[C:18]=1[C:19]([C:21]1[CH:26]=[CH:25][CH:24]=[C:23]([CH3:27])[N:22]=1)=[O:20] |f:1.2|. Reported procedure: The title compounds were prepared according to the procedure described in step 2 of Example 1 from 4-chloro-2-(ethoxycarbonylamino)benzonitrile and 2-bromoacetyl-6-methylpyridine hydrobromide (H. Erlenmeyer, J. Jenni, and B. Prijs, J. Med. Pharm. Chem., 1961, 3, 561-566). Starting materials: N (Ammonia), BrC=1C=C2C(=CC1)OCCC21N=C(C(=N1)N)C (6-bromo-5′-methylspiro[chroman-4,2′-imidazol]-4′-amine), BrC=1C=C2C(=CC1)OCCC21N=C(C(=N1)N)C (6-bromo-5′-methylspiro[chroman-4,2′-imidazol]-4′-amine), O[C@@H]1C[C@H](NC1)C(=O)O (trans-4-hydroxy-L-proline), C(=O)([O-])[O-].[K+].[K+] (K2CO3). The reagents and catalysts are [Cu]I (CuI). Run in O (H2O), CS(=O)C (DMSO), O (water), CS(=O)C (DMSO). Run at time 15 minute. The product is CC=1C(=NC2(N1)CCOC1=CC=C(C=C12)N)N (5′-Methylspiro[chroman-4,2′-imidazole]-4′,6-diamine). Isolated yield 65.7%. As a reaction SMILES: Br[C:2]1[CH:3]=[C:4]2[C:11]3([N:15]=[C:14]([NH2:16])[C:13]([CH3:17])=[N:12]3)[CH2:10][CH2:9][O:8][C:5]2=[CH:6][CH:7]=1.O[C@H]1C[NH:22][C@H](C(O)=O)C1.C([O-])([O-])=O.[K+].[K+].N>CS(C)=O.O.[Cu]I>[CH3:17][C:13]1[C:14]([NH2:16])=[N:15][C:11]2([C:4]3[C:5](=[CH:6][CH:7]=[C:2]([NH2:22])[CH:3]=3)[O:8][CH2:9][CH2:10]2)[N:12]=1 |f:2.3.4|. Procedure: A mixture of 6-bromo-5′-methylspiro[chroman-4,2′-imidazol]-4′-amine (Intermediate 4, 115 mg, 0.39 mmol), trans-4-hydroxy-L-proline (51 mg, 0.39 mmol), CuI (37 mg, 0.20 mmol), and K2CO3 (162 mg, 1.17 mmol) in DMSO (0.9 mL) was stirred at r.t. for 15 min. Ammonia, (30-33% in H2O, 0.37 mL, 5.86 mmol) was added and the mixture was subjected to microwave irradiation at 110° C. for 3 h. The mixture was diluted with DMSO and water and filtered through a pad of diatomaceous earth. NaCl (s) was added and... The reactants are Cc1ccccc1, C#CC(C)(C)Nc1ccccc1C(=O)OC, [Cl-]. The product is COC(=O)c1cccc2c1NC(C)(C)C=C2. RXN SMILES: [CH3:18][c:19]1[cH:20][cH:21][cH:22][cH:23][cH:24]1.[CH3:1][C:2]([C:3]#[CH:4])([CH3:5])[NH:6][c:7]1[c:8]([C:9](=[O:10])[O:11][CH3:12])[cH:13][cH:14][cH:15][cH:16]1.[Cl-:17]>>[CH3:1][C:2]1([CH3:5])[CH:3]=[CH:4][c:16]2[c:7]([c:8]([C:9](=[O:10])[O:11][CH3:12])[cH:13][cH:14][cH:15]2)[NH:6]1. The reactants are CCn1c(C)c(C(=O)CC(C(=O)O)c2c(C)n(CC)c3ccccc23)c2ccccc21, CC(=O)OC(C)=O. Product: CCn1c(C)c(C2=CC(c3c(C)n(CC)c4ccccc34)C(=O)O2)c2ccccc21. RXN SMILES: [CH2:1]([CH3:2])[n:3]1[c:4]([CH3:31])[c:5]([CH:12]([C:13](=[O:14])[OH:15])[CH2:16][C:17](=[O:18])[c:19]2[c:20]([CH3:30])[n:21]([CH2:28][CH3:29])[c:22]3[cH:23][cH:24][cH:25][cH:26][c:27]23)[c:6]2[cH:7][cH:8][cH:9][cH:10][c:11]12.[CH3:32][C:33]([O:34][C:35](=[O:36])[CH3:37])=[O:38]>>[CH2:1]([CH3:2])[n:3]1[c:4]([CH3:31])[c:5]([CH:12]2[C:13](=[O:14])[O:15][C:17]([c:19]3[c:20]([CH3:30])[n:21]([CH2:28][CH3:29])[c:22]4[cH:23][cH:24][cH:25][cH:26][c:27]34)=[CH:16]2)[c:6]2[cH:7][cH:8][cH:9][cH:10][c:11]12. Reactants: O (water), C1CC(=O)N(C1=O)Br (NBS), C(C)(C)(C)C1=C(N)C=CC=C1 (2-tert-butylaniline). Run in CN(C)C=O (DMF), CN(C)C=O (DMF). Reaction conditions: time 4 hour. Product: BrC1=CC(=C(N)C=C1)C(C)(C)C (4-Bromo-2-tert-butylaniline). Reaction SMILES: C1C(=O)N([Br:8])C(=O)C1.[C:9]([C:13]1[CH:19]=[CH:18][CH:17]=[CH:16][C:14]=1[NH2:15])([CH3:12])([CH3:11])[CH3:10].O>CN(C=O)C>[Br:8][C:18]1[CH:17]=[CH:16][C:14]([NH2:15])=[C:13]([C:9]([CH3:12])([CH3:10])[CH3:11])[CH:19]=1. Procedure details: To a solution of NBS (218 mg, 1 mmol) in DMF was added a solution of 2-tert-butylaniline (149 mg, 1 mmol) in DMF at rt. The reaction mixture was stirred for 4 h at rt, then water (30 mL) was added and the mixture was extracted with EA (150 mL). The organic layer was washed with brine and dried over Na2SO4, concentrated and purified by CC (hexane/EA=3/1) to give compound P19a (180 mg, 79%). Starting materials: C(C)(C)(C)C1=CC=C(C=C1)S(=O)(=O)NC1=C(SC2=NC=CC=C21)C(=O)OC (Methyl 3-(4-tert-butylphenylsulfonamido)thieno[2,3-b]pyridine-2-carboxylate), [OH-].[Na+] (sodium hydroxide), O (water). Run in O1CCCC1 (tetrahydrofuran). Reaction conditions: temperature 50 celsius. Product: C(C)(C)(C)C1=CC=C(C=C1)S(=O)(=O)NC1=C(SC2=NC=CC=C21)C(=O)O (3-(4-tert-Butylphenylsulfonamido)thieno[2,3-b]pyridine-2-carboxylic acid). Isolated yield 100.9%. As a reaction SMILES: [C:1]([C:5]1[CH:10]=[CH:9][C:8]([S:11]([NH:14][C:15]2[C:23]3[C:18](=[N:19][CH:20]=[CH:21][CH:22]=3)[S:17][C:16]=2[C:24]([O:26]C)=[O:25])(=[O:13])=[O:12])=[CH:7][CH:6]=1)([CH3:4])([CH3:3])[CH3:2].[OH-].[Na+].O>O1CCCC1>[C:1]([C:5]1[CH:10]=[CH:9][C:8]([S:11]([NH:14][C:15]2[C:23]3[C:18](=[N:19][CH:20]=[CH:21][CH:22]=3)[S:17][C:16]=2[C:24]([OH:26])=[O:25])(=[O:12])=[O:13])=[CH:7][CH:6]=1)([CH3:4])([CH3:2])[CH3:3] |f:1.2|. Reported procedure: To a solution of 94 (0.070 g; 0.17 mmol) in tetrahydrofuran (2 mL), aqueous sodium hydroxide (2 mL; 4 mmol; 2N) and water (4 mL) were added. The reaction mixture was heated at 50° C. for 5 hours, cooled to room temperature, and then extracted with diethyl ether (2×). The ether solution was discarded. The aqueous layer was acidified with aqueous hydrochloric acid (2N) and extracted with ethyl acetate. The organic layer was separated and washed with aqueous saturated sodium chloride, dried over ma...